From a dataset of the Open Reaction Database (ORD), a public repository of structured organic reaction records. describe an organic reaction: reactants, conditions, products, and yield Reactants: [N+](=O)([O-])C1=CC=C(COC(=O)C2=C(CS[C@H]3N2C(C3N)=O)O)C=C1 (7-Amino-3-hydroxy-3-cephem-4-carboxylic acid p-nitrobenzyl ester), C(#N)CCC(=S)Cl (cyanomethylthioacetyl chloride). Product: [N+](=O)([O-])C1=CC=C(COC(=O)C2=C(CS[C@H]3N2C(C3NC(CCC#N)=S)=O)O)C=C1 (7-cyanomethylthioacetamido-3-cephem-3-ol-4-carboxylic acid p-nitrobenzyl ester). As a reaction SMILES: [N+:1]([C:4]1[CH:24]=[CH:23][C:7]([CH2:8][O:9][C:10]([C:12]2[N:17]3[C:18](=[O:21])[CH:19]([NH2:20])[C@H:16]3[S:15][CH2:14][C:13]=2[OH:22])=[O:11])=[CH:6][CH:5]=1)([O-:3])=[O:2].[C:25]([CH2:27][CH2:28][C:29](Cl)=[S:30])#[N:26]>>[N+:1]([C:4]1[CH:5]=[CH:6][C:7]([CH2:8][O:9][C:10]([C:12]2[N:17]3[C:18](=[O:21])[CH:19]([NH:20][C:29](=[S:30])[CH2:28][CH2:27][C:25]#[N:26])[C@H:16]3[S:15][CH2:14][C:13]=2[OH:22])=[O:11])=[CH:23][CH:24]=1)([O-:3])=[O:2]. Reported procedure: 7-Amino-3-hydroxy-3-cephem-4-carboxylic acid p-nitrobenzyl ester [J. Am. Chem. Soc. 96, 4986 (1974)]is acylated with cyanomethylthioacetyl chloride by the procedure described in Example 1 to obtain 7-cyanomethylthioacetamido-3-cephem-3-ol-4-carboxylic acid p-nitrobenzyl ester as an oil. Reactants: C([O-])([O-])=O.[K+].[K+] (Potassium carbonate), C(C)(=O)OCC (ethyl acetate), OC1=C(C#N)C=CC=C1 (2-hydroxybenzonitrile). Solvent: C(C)#N (acetonitrile). Conditions: time 8 hour. Product: C(C)(=O)OCCOC1=C(C=CC=C1)C#N (2-(2-Cyanophenoxy)ethyl acetate). As a reaction SMILES: C(=O)([O-])[O-].[K+].[K+].[C:7]([O:10][CH2:11][CH3:12])(=[O:9])[CH3:8].[OH:13][C:14]1[CH:21]=[CH:20][CH:19]=[CH:18][C:15]=1[C:16]#[N:17]>C(#N)C>[C:7]([O:10][CH2:11][CH2:12][O:13][C:14]1[CH:21]=[CH:20][CH:19]=[CH:18][C:15]=1[C:16]#[N:17])(=[O:9])[CH3:8] |f:0.1.2|. Reported procedure: Potassium carbonate (30 mmol) and then ethyl acetate (11 mmol) are added to a solution of 2-hydroxybenzonitrile (10 mmol) in acetonitrile. After stirring overnight, the solution is filtered and evaporated, the residue is taken up in ethyl acetate, and the organic phase is washed, dried and then evaporated to yield the expected product.